Dataset: the Open Reaction Database (ORD), a public repository of structured organic reaction records. Task: describe an organic reaction: reactants, conditions, products, and yield Yields the product C(C=CC)C1C(C2=CC(=CC=C2C1)OCC)=O ((RS)-2-(2-buten-1-yl)-6-ethoxy-1-indanone). Reported procedure: A solution of 5.0 g of (RS)-2-(2-buten-1-yl)-6-hydroxy-1-indanone, 4.1 ml of ethyl bromide, 6.83 g of potassium carbonate and 10 ml of N,N-dimethyl-formamide in 70 ml of acetone was heated to 35° for 35 hours. After cooling, the solution was poured into 100 ml of water and extracted twice with 100 ml of ethyl acetate each time. The combined organic phases were washed once with 70 ml of water and once with 70 ml of saturated sodium chloride solution, dried over magnesium sulfate and the solution ... The yield is 98.0%. Run in CC(=O)C (acetone), O (water). RXN SMILES: [CH2:1]([CH:5]1[CH2:13][C:12]2[C:7](=[CH:8][C:9]([OH:14])=[CH:10][CH:11]=2)[C:6]1=[O:15])[CH:2]=[CH:3][CH3:4].[CH2:16](Br)[CH3:17].C(=O)([O-])[O-].[K+].[K+].CN(C)C=O>CC(C)=O.O>[CH2:1]([CH:5]1[CH2:13][C:12]2[C:7](=[CH:8][C:9]([O:14][CH2:16][CH3:17])=[CH:10][CH:11]=2)[C:6]1=[O:15])[CH:2]=[CH:3][CH3:4] |f:2.3.4|. The reactants are C(C=CC)C1C(C2=CC(=CC=C2C1)O)=O ((RS)-2-(2-buten-1-yl)-6-hydroxy-1-indanone), C(C)Br (ethyl bromide), C([O-])([O-])=O.[K+].[K+] (potassium carbonate), CN(C=O)C (N,N-dimethyl-formamide).